Dataset: the Open Reaction Database (ORD), a public repository of structured organic reaction records. Task: describe an organic reaction: reactants, conditions, products, and yield The reactants are [Br-], CCBr, CC[Mg+], CCOCC, COC(=O)CC#N, [Cl-], [Mg], [NH4+]. The product is CCC(=N)CC(=O)OC. As a reaction SMILES: [Br-:8].[CH2:12]([Br:13])[CH3:14].[CH2:9]([CH3:10])[Mg+:11].[CH3:18][CH2:19][O:20][CH2:21][CH3:22].[CH3:1][O:2][C:3](=[O:4])[CH2:5][C:6]#[N:7].[Cl-:16].[Mg:15].[NH4+:17]>>[CH3:1][O:2][C:3](=[O:4])[CH2:5][C:6](=[NH:7])[CH2:9][CH3:10].